describe an organic reaction: reactants, conditions, products, and yield From a dataset of the Open Reaction Database (ORD), a public repository of structured organic reaction records. The reactants are [Li+].[OH-] (LiOH), C(C)OC(CNC(C1=C(C=CC=C1)O)=O)=O ((2-hydroxy-benzoyl amino)-acetic acid ethyl ester). Run in O (water), C1CCOC1 (THF), CO (MeOH). The product is OC1=C(C(=O)NCC(=O)O)C=CC=C1 ((2-hydroxybenzoyl amino)-acetic acid). Yield: 93.0%. Reaction SMILES: [Li+].[OH-].C([O:5][C:6](=[O:18])[CH2:7][NH:8][C:9](=[O:17])[C:10]1[CH:15]=[CH:14][CH:13]=[CH:12][C:11]=1[OH:16])C>O.C1COCC1.CO>[OH:16][C:11]1[CH:12]=[CH:13][CH:14]=[CH:15][C:10]=1[C:9]([NH:8][CH2:7][C:6]([OH:18])=[O:5])=[O:17] |f:0.1|. Procedure details: LiOH in water (82 mg in 2 mL of water) was added dropwise to (2-hydroxy-benzoyl amino)-acetic acid ethyl ester (110 mg, 0.49 mmol) in a mixture of THF and MeOH. The THF and MeOH were evaporated under reduced pressure and the residue was acidified using 10% citric acid solution. The product was extracted with EtOAc. The organic layer was washed with brine, dried over Na2SO4 and concentrated under reduced pressure to afford (2-hydroxybenzoyl amino)-acetic acid in 93% yield. 1H NMR (DMSO-D6): δ 12....